Task: describe an organic reaction: reactants, conditions, products, and yield. Dataset: the Open Reaction Database (ORD), a public repository of structured organic reaction records Reactants: ClCCCl, OC(=S(F)F)C(F)(F)F, O=[N+]([O-])C(CCO)([N+](=O)[O-])[N+](=O)[O-], O=S(=O)(O)O. Yields the product O=[N+]([O-])C(CCOC(=S(F)F)C(F)(F)F)([N+](=O)[O-])[N+](=O)[O-]. RXN SMILES: [Cl:28][CH2:29][CH2:30][Cl:31].[F:1][S:2](=[C:3]([C:4]([F:5])([F:6])[F:7])[OH:8])[F:9].[N+:10](=[O:11])([O-:12])[C:13]([CH2:14][CH2:15][OH:16])([N+:17](=[O:18])[O-:19])[N+:20](=[O:21])[O-:22].[S:23](=[O:24])(=[O:25])([OH:26])[OH:27]>>[F:1][S:2](=[C:3]([C:4]([F:5])([F:6])[F:7])[O:8][CH2:15][CH2:14][C:13]([N+:10](=[O:11])[O-:12])([N+:17](=[O:18])[O-:19])[N+:20](=[O:21])[O-:22])[F:9].